Dataset: the Open Reaction Database (ORD), a public repository of structured organic reaction records. Task: describe an organic reaction: reactants, conditions, products, and yield Starting materials: FC(C1=CC=C(C=C1)NC1CCN(CC1)C1C(CCCC1)=O)(F)F ((+/−)-2-[4-(4-trifluoromethyl-phenylamino)-piperidin-1-yl]-cyclohexanone), COC1=CC=C(C=C1)S(=O)(=O)Cl (4-methoxy-benzensulfonyl chloride). The product is FC(C1=CC=C(C=C1)N(S(=O)(=O)C1=CC=C(C=C1)OC)C1CCN(CC1)C1C(CCCC1)=O)(F)F ((+/−)-N-(4-trifluoromethyl-phenyl)-4-methoxy-N-[1-(2-oxo-cyclohexyl)-piperidin-4-yl]-benzenesulfonamide). RXN SMILES: [F:1][C:2]([F:24])([F:23])[C:3]1[CH:8]=[CH:7][C:6]([NH:9][CH:10]2[CH2:15][CH2:14][N:13]([CH:16]3[CH2:21][CH2:20][CH2:19][CH2:18][C:17]3=[O:22])[CH2:12][CH2:11]2)=[CH:5][CH:4]=1.[CH3:25][O:26][C:27]1[CH:32]=[CH:31][C:30]([S:33](Cl)(=[O:35])=[O:34])=[CH:29][CH:28]=1>>[F:24][C:2]([F:1])([F:23])[C:3]1[CH:4]=[CH:5][C:6]([N:9]([CH:10]2[CH2:11][CH2:12][N:13]([CH:16]3[CH2:21][CH2:20][CH2:19][CH2:18][C:17]3=[O:22])[CH2:14][CH2:15]2)[S:33]([C:30]2[CH:29]=[CH:28][C:27]([O:26][CH3:25])=[CH:32][CH:31]=2)(=[O:35])=[O:34])=[CH:7][CH:8]=1. Procedure details: The title compound, MS (ISP): m/e=589.4 (M+H+), was prepared as for example 99, steps (A) to (F). Step (B) was performed using 4-trifluoromethyl-aniline, and yielded (+/−)-trans-2-[4-(4-trifluoromethyl-phenylamino)-piperidin-1-yl]-cyclohexanol, which was oxidized to (+/−)-2-[4-(4-trifluoromethyl-phenylamino)-piperidin-1-yl]-cyclohexanone in step (C). This was then reacted with 4-methoxy-benzensulfonyl chloride in step (D), yielding (+/−)-N-(4-trifluoromethyl-phenyl)-4-methoxy-N-[1-(2-oxo-cyclohe...